Dataset: the Open Reaction Database (ORD), a public repository of structured organic reaction records. Task: describe an organic reaction: reactants, conditions, products, and yield Starting materials: C1OC=2C=C(C=CC2O1)N=C=O (3,4-methylenedioxyphenyl isocyanate), COC1=C(C=C(N)C=C1)N1CCN(CC1)C (4-methoxy-3-(4-methylpiperazin-1-yl)aniline). Product: COC1=C(C=C(C=C1)NC(=O)NC1=CC2=C(C=C1)OCO2)N2CCN(CC2)C (N-[4-Methoxy-3-(4-methylpiperazin-1-yl)phenyl]-N'-[3,4-methylenedioxyphenyl]urea). RXN SMILES: [CH2:1]1[O:9][C:8]2[CH:7]=[CH:6][C:5]([N:10]=[C:11]=[O:12])=[CH:4][C:3]=2[O:2]1.[CH3:13][O:14][C:15]1[CH:21]=[CH:20][C:18]([NH2:19])=[CH:17][C:16]=1[N:22]1[CH2:27][CH2:26][N:25]([CH3:28])[CH2:24][CH2:23]1>>[CH3:13][O:14][C:15]1[CH:21]=[CH:20][C:18]([NH:19][C:11]([NH:10][C:5]2[CH:6]=[CH:7][C:8]3[O:9][CH2:1][O:2][C:3]=3[CH:4]=2)=[O:12])=[CH:17][C:16]=1[N:22]1[CH2:23][CH2:24][N:25]([CH3:28])[CH2:26][CH2:27]1. Procedure details: The title compound was prepared from 3,4-methylenedioxyphenyl isocyanate and 4-methoxy-3-(4-methylpiperazin-1-yl)aniline (EP0533268A1) using a similar procedure to Example 11.